From a dataset of the Open Reaction Database (ORD), a public repository of structured organic reaction records. describe an organic reaction: reactants, conditions, products, and yield Reactants: FC(C(=O)O)(F)F.C(C1=CC=CC=C1)N1CC2=NC(=C(N=C2CC1)NC(C)C)N1CCC(CC1)OC1=C(C=C(C#N)C=C1)F (4-((1-(6-benzyl-2-(isopropylamino)-5,6,7,8-tetrahydropyrido[3,4-b]pyrazin-3-yl)piperidin-4-yl)oxy)-3-fluorobenzonitrile 2,2,2-trifluoroacetate). The reagents and catalysts are [OH-].[OH-].[Pd+2] (Pd(OH)2). Run in C1CCOC1 (THF). Conditions: temperature 23 celsius, time 4 hour. The product is FC=1C=C(C#N)C=CC1OC1CCN(CC1)C1=C(N=C2C(=N1)CNCC2)NC(C)C (3-fluoro-4-((1-(2-(isopropylamino)-5,6,7,8-tetrahydropyrido[3,4-b]pyrazin-3-yl)piperidin-4-yl)oxy)benzonitrile), C(=O)(C(F)(F)F)O (TFA). The yield is 459.9%. As a reaction SMILES: [F:1][C:2]([F:7])([F:6])[C:3]([OH:5])=[O:4].C([N:15]1[CH2:24][CH2:23][C:22]2[C:17](=[N:18][C:19]([N:29]3[CH2:34][CH2:33][CH:32]([O:35][C:36]4[CH:43]=[CH:42][C:39]([C:40]#[N:41])=[CH:38][C:37]=4[F:44])[CH2:31][CH2:30]3)=[C:20]([NH:25][CH:26]([CH3:28])[CH3:27])[N:21]=2)[CH2:16]1)C1C=CC=CC=1>C1COCC1.[OH-].[OH-].[Pd+2]>[F:44][C:37]1[CH:38]=[C:39]([CH:42]=[CH:43][C:36]=1[O:35][CH:32]1[CH2:31][CH2:30][N:29]([C:19]2[N:18]=[C:17]3[CH2:16][NH:15][CH2:24][CH2:23][C:22]3=[N:21][C:20]=2[NH:25][CH:26]([CH3:28])[CH3:27])[CH2:34][CH2:33]1)[C:40]#[N:41].[C:3]([OH:5])([C:2]([F:7])([F:6])[F:1])=[O:4] |f:0.1,3.4.5|. Procedure details: A mixture of 4-((1-(6-benzyl-2-(isopropylamino)-5,6,7,8-tetrahydropyrido[3,4-b]pyrazin-3-yl)piperidin-4-yl)oxy)-3-fluorobenzonitrile 2,2,2-trifluoroacetate (579 mg, 0.942 mmol) and Pd(OH)2 (20 wt % Pd (dry basis) on carbon, wet, Degussa Type E101 NEW, 198 mg, 0.283 mmol) in THF (10 mL) was stirred under H2 (1.899 mg, 0.942 mmol) at 23° C. for 4 h. The mixture was filtered, rinsed with THF, concentrated via rotary evaporation, and dried in vacuo to give the title compound as a TFA salt (494 mg, 1... Reactants: [H-].[Al+3].[Li+].[H-].[H-].[H-] (lithium aluminum hydride), S(O)(O)(=O)=O (sulfuric acid), [Cl-].[Al+3].[Cl-].[Cl-] (Aluminum chloride), BrC1=C(C(C2=CSC=C2)O)C=CC=C1 (2-Bromo-α-(3-thienyl)benzylalcohol), Cl (hydrochloric acid). Reaction SMILES: [Cl-].[Al+3].[Cl-].[Cl-].[H-].[Al+3].[Li+].[H-].[H-].[H-].[Br:11][C:12]1[CH:24]=[CH:23][CH:22]=[CH:21][C:13]=1[CH:14](O)[C:15]1[CH:19]=[CH:18]S[CH:16]=1.S(=O)(=O)(O)[OH:26].Cl>C(OCC)C>[O:26]1[CH:18]=[CH:19][C:15]([CH2:14][C:13]2[CH:21]=[CH:22][CH:23]=[CH:24][C:12]=2[Br:11])=[CH:16]1 |f:0.1.2.3,4.5.6.7.8.9|. Conditions: temperature 0 celsius. Reported procedure: Aluminum chloride (78.0 mmol) dissolved in diethyl ether (40 mL) under nitrogen was added to a suspension of lithium aluminum hydride (78.0 mmol) in diethyl ether (40 mL) under nitrogen at 0° C. To the reaction mixture was added a solution of Compound 3a (52.0 mmol) in diethyl ether (25 mL) at such a rate that reflux was maintained. After an additional 15 minutes at reflux, the reaction mixture was cooled to 0° C. and dilute 3M sulfuric acid was added dropwise until the evolution of gas stopped.... Yields the product O1C=C(C=C1)CC1=C(C=CC=C1)Br (2-(3-Furanylmethyl)bromobenzene). The solvent is C(C)OCC (diethyl ether), C(C)OCC (diethyl ether), C(C)OCC (diethyl ether). The reactants are ClC=1C=CN2C(C(=CC(=C2C1C)C1CC1)C(=O)OC)=O (methyl 8-chloro-1-cyclopropyl-9-methyl-4-oxo-4H-quinolizine-3-carboxylate), OC1=CC=C(C=C1)B(O)O (4-hydroxy-phenyl-boronic acid). Yields the product OC1=CC=C(C=C1)C=1C=CN2C(C(=CC(=C2C1C)C1CC1)C(=O)OC)=O (Methyl 8-(4-hydroxy-phenyl)-1-cyclopropyl-9-methyl-4-oxo-4H-quinolizine-3-carboxylate), title compound. Isolated yield 100.0%. Reaction SMILES: Cl[C:2]1[CH:3]=[CH:4][N:5]2[C:10]([C:11]=1[CH3:12])=[C:9]([CH:13]1[CH2:15][CH2:14]1)[CH:8]=[C:7]([C:16]([O:18][CH3:19])=[O:17])[C:6]2=[O:20].[OH:21][C:22]1[CH:27]=[CH:26][C:25](B(O)O)=[CH:24][CH:23]=1>>[OH:21][C:22]1[CH:27]=[CH:26][C:25]([C:2]2[CH:3]=[CH:4][N:5]3[C:10]([C:11]=2[CH3:12])=[C:9]([CH:13]2[CH2:15][CH2:14]2)[CH:8]=[C:7]([C:16]([O:18][CH3:19])=[O:17])[C:6]3=[O:20])=[CH:24][CH:23]=1. Reported procedure: Methyl 8-(4-hydroxy-phenyl)-1-cyclopropyl-9-methyl-4-oxo-4H-quinolizine-3-carboxylate was prepared according to General Procedure A from methyl 8-chloro-1-cyclopropyl-9-methyl-4-oxo-4H-quinolizine-3-carboxylate (500 mg, 1.71 mmol) and 4-hydroxy-phenyl-boronic acid (283 mg, 2.06 mmol). Purification by flash silica column chromatography (DCM:MeOH) (1:0 to 9:1) afforded the title compound as a yellow solid (610 mg, 100%).